Dataset: the Open Reaction Database (ORD), a public repository of structured organic reaction records. Task: describe an organic reaction: reactants, conditions, products, and yield Starting materials: S1N=C(C=N1)C(C(=O)O)=O (2-(1,2,5-Thiadiazol-3-yl)glyoxylic acid), Cl.NO (hydroxylamine hydrochloride), [OH-].[Mg+2].[OH-] (magnesium hydroxide). The product is ON=C(C(=O)O)C1=NSN=C1 (2-hydroxyimino-2-(1,2,5-thiadiazol-3-yl)acetic acid). Isolated yield 97.1%. Reaction SMILES: [S:1]1[N:5]=[CH:4][C:3]([C:6](=O)[C:7]([OH:9])=[O:8])=[N:2]1.Cl.[NH2:12][OH:13].[OH-].[Mg+2].[OH-]>>[OH:13][N:12]=[C:6]([C:3]1[CH:4]=[N:5][S:1][N:2]=1)[C:7]([OH:9])=[O:8] |f:1.2,3.4.5|. Reported procedure: 2-(1,2,5-Thiadiazol-3-yl)glyoxylic acid (7.4 g.) and hydroxylamine hydrochloride (3.1 g.) were reacted in the presence of magnesium hydroxide (4.7 g.) according to a similar manner to that of Example 6(a)(3) to give 2-hydroxyimino-2-(1,2,5-thiadiazol-3-yl)acetic acid (syn isomer) (7.5 g.). The reactants are CS(=O)O (methanesulfinic acid), N1(N=CC=C1)C1=CC=C(CC=2C(=NC3=C(C=C(C=C3C2Cl)C(O)(C2=CN=CN2C)C2=CC=C(C=C2)Cl)C)Cl)C=C1 ((3-(4-(1H-Pyrazol-1-yl)benzyl)-2,4-dichloro-8-methylquinolin-6-yl)(4-chlorophenyl)(1-methyl-1H-imidazol-5-yl)methanol), N1(N=CC=C1)C1=CC=C(CC=2C(=NC3=C(C=C(C=C3C2Cl)C(O)(C2=CN=CN2C)C2=CC=C(C=C2)Cl)C)Cl)C=C1 ((3-(4-(1H-Pyrazol-1-yl)benzyl)-2,4-dichloro-8-methylquinolin-6-yl)(4-chlorophenyl)(1-methyl-1H-imidazol-5-yl)methanol), CS(=O)O (methanesulfinic acid). Run in CN(C)C=O (DMF). Conditions: temperature 100 celsius. Yields the product ClC1=C(C(=NC2=C(C=C(C=C12)C(O)(C1=CN=CN1C)C1=CC=C(C=C1)Cl)C)S(=O)(=O)C)CC1=CC=C(C=C1)N1N=CC=C1 ({4-Chloro-8-methyl-2-(methylsulfonyl)-3-[4-(1H-pyrazol-1-yl)benzyl]quinolin-6-yl}(4-chlorophenyl)(1-methyl-1H-imidazol-5-yl)methanol). Reaction SMILES: [N:1]1([C:6]2[CH:40]=[CH:39][C:9]([CH2:10][C:11]3[C:12](Cl)=[N:13][C:14]4[C:19]([C:20]=3[Cl:21])=[CH:18][C:17]([C:22]([C:30]3[CH:35]=[CH:34][C:33]([Cl:36])=[CH:32][CH:31]=3)([C:24]3[N:28]([CH3:29])[CH:27]=[N:26][CH:25]=3)[OH:23])=[CH:16][C:15]=4[CH3:37])=[CH:8][CH:7]=2)[CH:5]=[CH:4][CH:3]=[N:2]1.[CH3:41][S:42]([OH:44])=[O:43]>CN(C=O)C>[Cl:21][C:20]1[C:19]2[C:14](=[C:15]([CH3:37])[CH:16]=[C:17]([C:22]([C:30]3[CH:35]=[CH:34][C:33]([Cl:36])=[CH:32][CH:31]=3)([C:24]3[N:28]([CH3:29])[CH:27]=[N:26][CH:25]=3)[OH:23])[CH:18]=2)[N:13]=[C:12]([S:42]([CH3:41])(=[O:44])=[O:43])[C:11]=1[CH2:10][C:9]1[CH:39]=[CH:40][C:6]([N:1]2[CH:5]=[CH:4][CH:3]=[N:2]2)=[CH:7][CH:8]=1. Procedure: (3-(4-(1H-Pyrazol-1-yl)benzyl)-2,4-dichloro-8-methylquinolin-6-yl)(4-chlorophenyl)(1-methyl-1H-imidazol-5-yl)methanol (100 mg, 0.17 mmol, Intermediate 67), methanesulfinic acid (16.3 mg, 0.20 mmol), and DMF (2 mL) were combined in a reaction tube then sealed and heated to 100° C. and allowed to react at that temperature overnight. Analysis after overnight reaction showed only partial conversion, so additional methanesulfinic acid (13.3 mg, 0.17 mmol) was added and the vessel was resealed and hea... The reactants are CC1C(C(N)=O)CCN1c1ccc(C#N)c2ccccc12, O=C([O-])O, ClCCl, [Na+], O, O=C(O)C(F)(F)F. Yields the product CC1C(C#N)CCN1c1ccc(C#N)c2ccccc12. Reaction SMILES: [C:1](#[N:2])[c:3]1[cH:4][cH:5][c:6]([N:13]2[CH:14]([CH3:21])[CH:15]([C:18](=[O:19])[NH2:20])[CH2:16][CH2:17]2)[c:7]2[cH:8][cH:9][cH:10][cH:11][c:12]12.[C:30](=[O:31])([O-:32])[OH:33].[Cl:35][CH2:36][Cl:37].[Na+:34].[OH2:29].[OH:22][C:23]([C:24]([F:25])([F:26])[F:27])=[O:28]>>[C:1](#[N:2])[c:3]1[cH:4][cH:5][c:6]([N:13]2[CH:14]([CH3:21])[CH:15]([C:18]#[N:20])[CH2:16][CH2:17]2)[c:7]2[cH:8][cH:9][cH:10][cH:11][c:12]12. Reactants: CCOC(=O)c1ccc2c(c1)CC(C)(C)C(c1cc(F)cc(Br)c1)N2, CNC, CCOC(C)=O, CS(C)=O, Cl, [Cu]I, [K+], [OH-]. Yields the product CCOC(=O)c1ccc2c(c1)CC(C)(C)C(c1cc(F)cc(N(C)C)c1)N2. RXN SMILES: [CH2:1]([CH3:2])[O:3][C:4](=[O:5])[c:6]1[cH:7][c:8]2[c:13]([cH:14][cH:15]1)[NH:12][CH:11]([c:16]1[cH:17][c:18]([Br:23])[cH:19][c:20]([F:22])[cH:21]1)[C:10]([CH3:24])([CH3:25])[CH2:9]2.[CH3:27][NH:28][CH3:29].[CH3:32][CH2:33][O:34][C:35](=[O:36])[CH3:37].[CH3:38][S:39]([CH3:40])=[O:41].[ClH:26].[Cu:42][I:43].[K+:31].[OH-:30]>>[CH2:1]([CH3:2])[O:3][C:4](=[O:5])[c:6]1[cH:7][c:8]2[c:13]([cH:14][cH:15]1)[NH:12][CH:11]([c:16]1[cH:17][c:18]([N:28]([CH3:27])[CH3:29])[cH:19][c:20]([F:22])[cH:21]1)[C:10]([CH3:24])([CH3:25])[CH2:9]2. The reactants are CNC, CCO, O=[N+]([O-])c1cc(F)c(F)cc1F. Yields the product CN(C)c1cc(F)c([N+](=O)[O-])cc1F. Reaction SMILES: [CH3:13][NH:14][CH3:15].[CH3:16][CH2:17][OH:18].[F:1][c:2]1[c:3]([N+:10](=[O:11])[O-:12])[cH:4][c:5]([F:9])[c:6]([F:8])[cH:7]1>>[F:1][c:2]1[c:3]([N+:10](=[O:11])[O-:12])[cH:4][c:5]([F:9])[c:6]([N:14]([CH3:13])[CH3:15])[cH:7]1. The reactants are ClC1=C(C=CC(=C1)NC1=CC=C(C=C1)F)C(=O)C1=C(C=CC(=C1)C=1N=NN(C1)CC1OC(OC1)(C)C)C ([2-Chloro-4-(4-fluoro-phenylamino)-phenyl]-{5-[1-(2,2-dimethyl-[1,3]dioxolan-4-ylmethyl)-1H-[1,2,3]triazol-4-yl]-2-methyl-phenyl}-methanone), Cl (HCl), CCOC(=O)C.O.C(=O)(O)[O-].[Na+] (EtOAc water NaHCO3). Solvent: C1CCOC1 (THF). Run at time 16 hour. The product is ClC1=C(C=CC(=C1)NC1=CC=C(C=C1)F)C(=O)C1=C(C=CC(=C1)C=1N=NN(C1)CC(CO)O)C ([2-Chloro-4-(4-fluoro-phenylamino)-phenyl]-{5-[1-(2,3-dihydroxy-propyl)-1H-[1,2,3]triazol-4-yl]-2-methyl-phenyl}-methanone). As a reaction SMILES: [Cl:1][C:2]1[CH:7]=[C:6]([NH:8][C:9]2[CH:14]=[CH:13][C:12]([F:15])=[CH:11][CH:10]=2)[CH:5]=[CH:4][C:3]=1[C:16]([C:18]1[CH:23]=[C:22]([C:24]2[N:25]=[N:26][N:27]([CH2:29][CH:30]3[CH2:34][O:33]C(C)(C)[O:31]3)[CH:28]=2)[CH:21]=[CH:20][C:19]=1[CH3:37])=[O:17].Cl.CCOC(C)=O.O.C([O-])(O)=O.[Na+]>C1COCC1>[Cl:1][C:2]1[CH:7]=[C:6]([NH:8][C:9]2[CH:10]=[CH:11][C:12]([F:15])=[CH:13][CH:14]=2)[CH:5]=[CH:4][C:3]=1[C:16]([C:18]1[CH:23]=[C:22]([C:24]2[N:25]=[N:26][N:27]([CH2:29][CH:30]([OH:31])[CH2:34][OH:33])[CH:28]=2)[CH:21]=[CH:20][C:19]=1[CH3:37])=[O:17] |f:2.3.4.5|. Procedure details: A solution of compound 123 (1.05 g, 2.02 mmol) in THF (10 mL) was added HCl (10 mL, aq., 10, 1N) and the mixture was stirred for 16 h at RT. The reaction mixture was poured into a mixture of EtOAc/water/NaHCO3. The organic phase was washed with water, brine and then dried (MgSO4), filtered and concentrated in vacuo to give the crude product. The crude product was purified by continuous gradient flash chromatography using MeOH/DCM 0:100 to 10:90 as the eluent to afford the title compound as white... The reactants are CS(=O)(=O)Cl, CO, Cl, COc1ccc(CSC(C)(C)C(O)(CO)c2ccc(F)cc2F)cc1, [K+], [OH-], O, c1ccncc1. Product: COc1ccc(CSC(C)(C)C2(c3ccc(F)cc3F)CO2)cc1. Reaction SMILES: [CH3:26][S:27](=[O:28])(=[O:29])[Cl:30].[CH3:41][OH:42].[ClH:33].[F:1][c:2]1[c:3]([C:9]([CH2:10][OH:11])([C:12]([CH3:13])([CH3:14])[S:15][CH2:16][c:17]2[cH:18][cH:19][c:20]([O:23][CH3:24])[cH:21][cH:22]2)[OH:25])[cH:4][cH:5][c:6]([F:8])[cH:7]1.[K+:32].[OH-:31].[OH2:40].[cH:34]1[cH:35][cH:36][n:37][cH:38][cH:39]1>>[F:1][c:2]1[c:3]([C:9]2([C:12]([CH3:13])([CH3:14])[S:15][CH2:16][c:17]3[cH:18][cH:19][c:20]([O:23][CH3:24])[cH:21][cH:22]3)[CH2:10][O:11]2)[cH:4][cH:5][c:6]([F:8])[cH:7]1.